Dataset: the Open Reaction Database (ORD), a public repository of structured organic reaction records. Task: describe an organic reaction: reactants, conditions, products, and yield Starting materials: BrCc1ccccc1, C1CCCCC1, CC(C)=O, [K+], [K+], O=C([O-])[O-], COC(=O)c1cc(O)cc(C(=O)OC)c1. Product: COC(=O)c1cc(OCc2ccccc2)cc(C(=O)OC)c1. Reaction SMILES: [CH2:16]([c:17]1[cH:18][cH:19][cH:20][cH:21][cH:22]1)[Br:23].[CH2:34]1[CH2:35][CH2:36][CH2:37][CH2:38][CH2:39]1.[CH3:30][C:31](=[O:32])[CH3:33].[K+:24].[K+:25].[O-:26][C:27]([O-:28])=[O:29].[OH:1][c:2]1[cH:3][c:4]([C:12](=[O:13])[O:14][CH3:15])[cH:5][c:6]([C:7](=[O:8])[O:9][CH3:10])[cH:11]1>>[O:1]([c:2]1[cH:3][c:4]([C:12](=[O:13])[O:14][CH3:15])[cH:5][c:6]([C:7](=[O:8])[O:9][CH3:10])[cH:11]1)[CH2:16][c:17]1[cH:18][cH:19][cH:20][cH:21][cH:22]1. Starting materials: Oc1ccc(Br)cc1, CC#N, [F-], N#Cc1ccc(F)cc1, [K+], C1COCCOCCOCCOCCOCCO1. Yields the product N#Cc1ccc(Oc2ccc(Br)cc2)cc1. As a reaction SMILES: [Br:1][c:2]1[cH:3][cH:4][c:5]([OH:8])[cH:6][cH:7]1.[CH3:38][C:39]#[N:40].[F-:36].[F:9][c:10]1[cH:11][cH:12][c:13]([C:14]#[N:15])[cH:16][cH:17]1.[K+:37].[O:18]1[CH2:19][CH2:20][O:21][CH2:22][CH2:23][O:24][CH2:25][CH2:26][O:27][CH2:28][CH2:29][O:30][CH2:31][CH2:32][O:33][CH2:34][CH2:35]1>>[Br:1][c:2]1[cH:3][cH:4][c:5]([O:8][c:10]2[cH:11][cH:12][c:13]([C:14]#[N:15])[cH:16][cH:17]2)[cH:6][cH:7]1. Isolated yield 81.9%. Reactants: C(#N)C=1C(=NNC1N=CN(C)C)OCCO (N′-[4-cyano-3-(2-hydroxyethoxy)-1H-pyrazol-5-yl]-N,N-dimethylimidoformamide), CC=1C=C(N)C=CC1OC=1C=NC(=CC1)C (3-methyl-4-[(6-methylpyridin-3-yl)oxy]aniline). Yields the product CC=1C=C(C=CC1OC=1C=NC(=CC1)C)NC1=C2C(=NC=N1)NN=C2OCCO (2-{[4-({3-methyl-4-[(6-methylpyridin-3-yl)oxy]phenyl}amino)-1H-pyrazolo[3,4-d]pyrimidin-3-yl]oxy}ethanol). Procedure details: The procedure described in Example 1 was repeated using N′-[4-cyano-3-(2-hydroxyethoxy)-1H-pyrazol-5-yl]-N,N-dimethylimidoformamide (1.50 g, 6.72 mmol) and 3-methyl-4-[(6-methylpyridin-3-yl)oxy]aniline (1.44 g, 6.72 mmol) to give the title compound as a white solid (2.16 g, 82%); NMR Spectrum: 2.20 (s, 3H), 2.44 (s, 3H), 3.81 (br t, 2H), 4.32 (t, 2H), 5.14 (br s, 1H), 6.96 (d, 1H), 7.19 (dd, 1H), 7.24 (d, 1H), 7.58 (dd, 1H), 7.62 (s, 1H), 8.17 (d, 1H) 8.28 (s, 1H), 8.44 (br s, 1H); Mass Spectrum... As a reaction SMILES: [C:1]([C:3]1[C:4]([O:13][CH2:14][CH2:15][OH:16])=[N:5][NH:6][C:7]=1[N:8]=[CH:9][N:10](C)C)#[N:2].[CH3:17][C:18]1[CH:19]=[C:20]([CH:22]=[CH:23][C:24]=1[O:25][C:26]1[CH:27]=[N:28][C:29]([CH3:32])=[CH:30][CH:31]=1)N>>[CH3:17][C:18]1[CH:19]=[C:20]([NH:2][C:1]2[N:10]=[CH:9][N:8]=[C:7]3[NH:6][N:5]=[C:4]([O:13][CH2:14][CH2:15][OH:16])[C:3]=23)[CH:22]=[CH:23][C:24]=1[O:25][C:26]1[CH:27]=[N:28][C:29]([CH3:32])=[CH:30][CH:31]=1. Starting materials: [BH4-], COCOc1c(C(OC)OC)cccc1C(C)(C)C, CN(C)CCN(C)C, CN(C)C=O, CCOCC, CO, Cl, [Na+], O. Product: COCOc1c(C(C)(C)C)ccc(CO)c1C(OC)OC. Reaction SMILES: [BH4-:34].[C:1]([CH3:2])([CH3:3])([CH3:4])[c:5]1[c:6]([O:16][CH2:17][O:18][CH3:19])[c:7]([CH:11]([O:12][CH3:13])[O:14][CH3:15])[cH:8][cH:9][cH:10]1.[CH3:20][N:21]([CH3:22])[CH2:23][CH2:24][N:25]([CH3:26])[CH3:27].[CH3:28][N:29]([CH:30]=[O:31])[CH3:32].[CH3:36][CH2:37][O:38][CH2:39][CH3:40].[CH3:41][OH:42].[ClH:33].[Na+:35].[OH2:43]>>[C:1]([CH3:2])([CH3:3])([CH3:4])[c:5]1[c:6]([O:16][CH2:17][O:18][CH3:19])[c:7]([CH:11]([O:12][CH3:13])[O:14][CH3:15])[c:8]([CH2:30][OH:31])[cH:9][cH:10]1.